Dataset: the Open Reaction Database (ORD), a public repository of structured organic reaction records. Task: describe an organic reaction: reactants, conditions, products, and yield Procedure: 3-[(5-Methyl-furan-2-ylmethyl)-amino]-phthalic acid (5 mmol) was treated in the same manner as described above for the synthesis of 2-(2,6-dioxo-piperidin-3-yl)-4-(2-methoxy-ethylamino)-isoindole-1,3-dione. The residue was purified by preparative HPLC (Symmetry C18, isocratic, 35/65 acetonitrile/water) to give 0.31 g (20%) of product as a yellow solid: mp 305–307° C.; 1H NMR (DMSO-d6) δ 11.10 (s, 1H), 7.58 (t, J=7.7 Hz, 1H), 7.18 (d, J=8.6 Hz, 1H), 7.06 (d, J=7.1 Hz, 1H), 6.93 (t, J=6.0 Hz, 1H),... Isolated yield 20.0%. Reactants: CC1=CC=C(O1)CNC1=C(C(C(=O)O)=CC=C1)C(=O)O (3-[(5-Methyl-furan-2-ylmethyl)-amino]-phthalic acid), O=C1NC(CCC1N1C(C2=CC=CC(=C2C1=O)NCCOC)=O)=O (2-(2,6-dioxo-piperidin-3-yl)-4-(2-methoxy-ethylamino)-isoindole-1,3-dione). Yields the product O=C1NC(CCC1N1C(C2=CC=CC(=C2C1=O)NCC=1OC(=CC1)C)=O)=O (2-(2,6-Dioxo-piperidin-3-yl)-4-[(5-methyl-furan-2-ylmethyl)-amino]-isoindole-1,3-dione). As a reaction SMILES: [CH3:1][C:2]1[O:6][C:5]([CH2:7][NH:8][C:9]2[CH:17]=[CH:16][CH:15]=[C:11]([C:12]([OH:14])=O)[C:10]=2[C:18]([OH:20])=O)=[CH:4][CH:3]=1.[O:21]=[C:22]1[CH:27]([N:28]2C(=O)C3C(=CC=CC=3NCCOC)C2=O)[CH2:26][CH2:25][C:24](=[O:44])[NH:23]1>>[O:21]=[C:22]1[CH:27]([N:28]2[C:18](=[O:20])[C:10]3[C:11](=[CH:15][CH:16]=[CH:17][C:9]=3[NH:8][CH2:7][C:5]3[O:6][C:2]([CH3:1])=[CH:3][CH:4]=3)[C:12]2=[O:14])[CH2:26][CH2:25][C:24](=[O:44])[NH:23]1. Reactants: C(#N)CC(=O)N (2-Cyanoacetamide), F[B-](F)(F)F.C(C)[O+](CC)CC (triethyloxonium tetrafluoroborate), NC=1C(=C2C(=NC1)C=CS2)N[C@@H]2CC[C@H](CC2)CNC(OC(C)(C)C)=O (tert-butyl ({trans-4-[(6-aminothieno[3,2-b]pyridin-7-yl)amino]cyclohexyl}methyl)carbamate). The solvent is C1CCOC1 (THF), C(C)O (ethanol). Reaction conditions: time 2 hour. Product: C(#N)CC1=NC=2C(=C3C(=NC2)C=CS3)N1[C@@H]1CC[C@H](CC1)CNC(OC(C)(C)C)=O (tert-Butyl ({trans-4-[2-(cyanomethyl)-1H-imidazo[4,5-d]thieno[3,2-b]pyridin-1-yl]cyclohexyl}methyl)carbamate). The yield is 70.5%. Reaction SMILES: [C:1]([CH2:3][C:4](N)=O)#[N:2].F[B-](F)(F)F.C([O+](CC)CC)C.[NH2:19][C:20]1[C:21]([NH:29][C@H:30]2[CH2:35][CH2:34][C@H:33]([CH2:36][NH:37][C:38](=[O:44])[O:39][C:40]([CH3:43])([CH3:42])[CH3:41])[CH2:32][CH2:31]2)=[C:22]2[S:28][CH:27]=[CH:26][C:23]2=[N:24][CH:25]=1>C1COCC1.C(O)C>[C:1]([CH2:3][C:4]1[N:29]([C@H:30]2[CH2:31][CH2:32][C@H:33]([CH2:36][NH:37][C:38](=[O:44])[O:39][C:40]([CH3:41])([CH3:43])[CH3:42])[CH2:34][CH2:35]2)[C:21]2=[C:22]3[S:28][CH:27]=[CH:26][C:23]3=[N:24][CH:25]=[C:20]2[N:19]=1)#[N:2] |f:1.2|. Procedure details: A mixture of 2-Cyanoacetamide (120 mg, 1.5 mmol) and triethyloxonium tetrafluoroborate (270 mg, 1.4 mmol) in THF (1.1 mL) was stirred at room temperature for 2 h. The solvent was removed and the residue dissolved in ethanol (0.5 mL) and added to a suspension of tert-butyl ({trans-4-[(6-aminothieno[3,2-b]pyridin-7-yl)amino]cyclohexyl}methyl)carbamate (150 mg, 0.40 mmol) in ethanol (1.7 mL). The mixture was stirred at 85° C. for 2 h. The solid was filtered and the filtrate was concentrated and pur... The solvent is CN(C)C=O (DMF), C(C)(=O)OCC (ethyl acetate). Yields the product O1C(=CC2=C1C=CC=C2)CN(C(=O)C=2C=C(C=C1C=CNC21)Cl)CCC2=CC(=C(C=C2)Cl)Cl (5-chloro-1H-indole-7-carboxylic acid benzofuran-2-ylmethyl-[2-(3,4-dichloro-phenyl)-ethyl]-amide). Yield: 78.7%. Procedure details: To a solution of 72 mg (0.37 mmol) of 5-chloro-1H-indole-7-carboxylic acid and 118 mg (0.37 mmol) of benzofuran-2-ylmethyl-[2-(3,4-dichloro-phenyl)-ethyl]-amine in DMF (5 ml) were added 131 mg (0.41 mmol) of TBTU and 126 μl (0.74 mmol) of N,N-diisopropylethyl amine and the mixture was stirred over night at RT. Then the reaction mixture was diluted with ethyl acetate and washed with water, brine, sat. NaHCO3 solution, 1N HCl and again with brine. The organic layer was then dried (MgSO4) and conce... Starting materials: ClC=1C=C2C=CNC2=C(C1)C(=O)O (5-chloro-1H-indole-7-carboxylic acid), O1C(=CC2=C1C=CC=C2)CNCCC2=CC(=C(C=C2)Cl)Cl (benzofuran-2-ylmethyl-[2-(3,4-dichloro-phenyl)-ethyl]-amine), CN(C)C(=[N+](C)C)ON1C2=C(C=CC=C2)N=N1.[B-](F)(F)(F)F (TBTU), C(C)(C)N(C(C)C)CC (N,N-diisopropylethyl amine). As a reaction SMILES: [Cl:1][C:2]1[CH:3]=[C:4]2[C:8](=[C:9]([C:11]([OH:13])=O)[CH:10]=1)[NH:7][CH:6]=[CH:5]2.[O:14]1[C:18]2[CH:19]=[CH:20][CH:21]=[CH:22][C:17]=2[CH:16]=[C:15]1[CH2:23][NH:24][CH2:25][CH2:26][C:27]1[CH:32]=[CH:31][C:30]([Cl:33])=[C:29]([Cl:34])[CH:28]=1.CN(C(ON1N=NC2C=CC=CC1=2)=[N+](C)C)C.[B-](F)(F)(F)F.C(N(CC)C(C)C)(C)C>CN(C=O)C.C(OCC)(=O)C>[O:14]1[C:18]2[CH:19]=[CH:20][CH:21]=[CH:22][C:17]=2[CH:16]=[C:15]1[CH2:23][N:24]([CH2:25][CH2:26][C:27]1[CH:32]=[CH:31][C:30]([Cl:33])=[C:29]([Cl:34])[CH:28]=1)[C:11]([C:9]1[CH:10]=[C:2]([Cl:1])[CH:3]=[C:4]2[C:8]=1[NH:7][CH:6]=[CH:5]2)=[O:13] |f:2.3|.